This data is from the Open Reaction Database (ORD), a public repository of structured organic reaction records. The task is: describe an organic reaction: reactants, conditions, products, and yield Starting materials: BrC1=CN=CC(=N1)NCC1=CC=C(C=C1)OC (6-bromo-N-[(4-methoxyphenyl)methyl]pyrazin-2-amine), C(CCC)[Sn](C1=CC2=C(C=N1)C=NN2C2=NC(=CC=C2)F)(CCCC)CCCC (tributyl-[1-(6-fluoro-2-pyridyl)pyrazolo[4,3-c]pyridin-6-yl]stannane), C1(CCCCC1)P(C1CCCCC1)C1CCCCC1 (tricyclohexylphosphine). The reagents and catalysts are C=1C=CC(=CC1)/C=C/C(=O)/C=C/C2=CC=CC=C2.C=1C=CC(=CC1)/C=C/C(=O)/C=C/C2=CC=CC=C2.C=1C=CC(=CC1)/C=C/C(=O)/C=C/C2=CC=CC=C2.[Pd].[Pd] (tris(dibenzylideneacetone)dipalladium). Run in CN(C(C)=O)C (N,N-Dimethylacetamide). Conditions: temperature 150 celsius. The product is FC1=CC=CC(=N1)N1N=CC=2C=NC(=CC21)C2=CN=CC(=N2)NCC2=CC=C(C=C2)OC (6-[1-(6-fluoro-2-pyridyl)pyrazolo[4,3-c]pyridin-6-yl]-N-[(4-methoxyphenyl)methyl]pyrazin-2-amine). Isolated yield 74.5%. Reaction SMILES: Br[C:2]1[N:7]=[C:6]([NH:8][CH2:9][C:10]2[CH:15]=[CH:14][C:13]([O:16][CH3:17])=[CH:12][CH:11]=2)[CH:5]=[N:4][CH:3]=1.C([Sn](CCCC)(CCCC)[C:23]1[N:28]=[CH:27][C:26]2[CH:29]=[N:30][N:31]([C:32]3[CH:37]=[CH:36][CH:35]=[C:34]([F:38])[N:33]=3)[C:25]=2[CH:24]=1)CCC.C1(P(C2CCCCC2)C2CCCCC2)CCCCC1>CN(C)C(=O)C.C1C=CC(/C=C/C(/C=C/C2C=CC=CC=2)=O)=CC=1.C1C=CC(/C=C/C(/C=C/C2C=CC=CC=2)=O)=CC=1.C1C=CC(/C=C/C(/C=C/C2C=CC=CC=2)=O)=CC=1.[Pd].[Pd]>[F:38][C:34]1[N:33]=[C:32]([N:31]2[C:25]3[CH:24]=[C:23]([C:2]4[N:7]=[C:6]([NH:8][CH2:9][C:10]5[CH:15]=[CH:14][C:13]([O:16][CH3:17])=[CH:12][CH:11]=5)[CH:5]=[N:4][CH:3]=4)[N:28]=[CH:27][C:26]=3[CH:29]=[N:30]2)[CH:37]=[CH:36][CH:35]=1 |f:4.5.6.7.8|. Procedure: A mixture of 6-bromo-N-[(4-methoxyphenyl)methyl]pyrazin-2-amine (0.9932 mmol; 768.8 mg), tributyl-[1-(6-fluoro-2-pyridyl)pyrazolo[4,3-c]pyridin-6-yl]stannane (2.173 mmol; 1093 mg), tricyclohexylphosphine (0.1192 mmol; 33.42 mg) and Tris(dibenzylideneacetone)dipalladium (0) (0.04966 mmol; 45.47 mg) in N,N-Dimethylacetamide (15 mL) was purged with Argon for 1 min. The reaction mixture was sealed and heated at 150° C. under microwave for 45 min. The mixture was partitioned between EtOAc and water. ... Starting materials: C(C)(C)(C)OC(N(C)CC[C@@H]1CC[C@H](CC1)CO)=O (trans-[2-(4-hydroxymethyl-cyclohexyl)-ethyl]-methyl-carbamic acid tert-butyl ester), Cl (HCl). Run in O1CCOCC1 (dioxane), O1CCOCC1 (dioxane). Conditions: time 3.5 hour. The product is Cl.CNCC[C@@H]1CC[C@H](CC1)CO (trans-[4-(2-Methylamino-ethyl)-cyclohexyl]-methanol hydrochloride). Yield: 144.2%. RXN SMILES: C(O[C:6](=O)[N:7]([CH2:9][CH2:10][C@H:11]1[CH2:16][CH2:15][C@H:14]([CH2:17][OH:18])[CH2:13][CH2:12]1)C)(C)(C)C.[ClH:20]>O1CCOCC1>[ClH:20].[CH3:6][NH:7][CH2:9][CH2:10][C@H:11]1[CH2:16][CH2:15][C@H:14]([CH2:17][OH:18])[CH2:13][CH2:12]1 |f:3.4|. Reported procedure: A solution of 1.45 g (5.34 mmol) of trans-[2-(4-hydroxymethyl-cyclohexyl)-ethyl]-methyl-carbamic acid tert-butyl ester in 10 ml dioxane was treated at 10° C. with 13.4 ml (53.4 mmol) of HCl in dioxane (4M). After 3.5 h at RT, the reaction was evaporated to give 1.6 g (quantitative) of trans-[4-(2-Methylamino-ethyl)-cyclohexyl]-methanol hydrochloride, MS: 172 (MH+). The product is C(C)N(C(=O)C=1N=C(NC1C#N)C1=C(C=C(C=C1Cl)C(F)(F)F)Cl)CC (N,N-diethyl 5-cyano-2-(2,6-dichloro-4-trifluoromethylphenyl)imidazole-4-carboxamide). Run in ClCCl (dichloromethane), COCCOCCOC (2-methoxyethyl ether). Conditions: temperature 0 celsius, time 0.5 hour. Procedure details: Diethylaminosulphur trifluoride (1.5 ml) was added dropwise to a stirred suspension of 5-cyano-2-(2,6-dichloro-4-trifluoromethylphenyl)imidazole-4-carboxylic acid (1.4 g, 0.004 mol) in 2-methoxyethyl ether (11 ml) whilst maintaining the temperature at about 0° C. Potassium fluoride (0.67 g, 0.0115 mol) was added and the mixture was stirred at 0° C. for 0.5 hours, and added slowly to a solution of diethylamine (8.8 g, 12.5 ml, 0.12 mol) in dichloromethane (75 ml) whilst maintaining the temperatur... Reactants: C(C)NCC (diethylamine), C(C)N(CC)S(F)(F)F (Diethylaminosulphur trifluoride), C(#N)C1=C(N=C(N1)C1=C(C=C(C=C1Cl)C(F)(F)F)Cl)C(=O)O (5-cyano-2-(2,6-dichloro-4-trifluoromethylphenyl)imidazole-4-carboxylic acid), [F-].[K+] (Potassium fluoride). Reaction SMILES: [CH2:1]([N:3](S(F)(F)F)[CH2:4][CH3:5])[CH3:2].[C:10]([C:12]1[NH:16][C:15]([C:17]2[C:22]([Cl:23])=[CH:21][C:20]([C:24]([F:27])([F:26])[F:25])=[CH:19][C:18]=2[Cl:28])=[N:14][C:13]=1[C:29]([OH:31])=O)#[N:11].[F-].[K+].C(NCC)C>COCCOCCOC.ClCCl>[CH2:1]([N:3]([CH2:4][CH3:5])[C:29]([C:13]1[N:14]=[C:15]([C:17]2[C:22]([Cl:23])=[CH:21][C:20]([C:24]([F:25])([F:27])[F:26])=[CH:19][C:18]=2[Cl:28])[NH:16][C:12]=1[C:10]#[N:11])=[O:31])[CH3:2] |f:2.3|. Reactants: C1=CC=CC=2C3=CC=CC=C3C(=CC12)B(O)O (9-phenanthreneboronic acid), C1=CC=CC=2C3=CC=CC=C3C(=CC12)B(O)O (9-phenanthreneboronic acid), BrC=1C=C(C=C(C1)Br)C1=NC(=NC(=N1)C1=CC=C(C=C1)C)C1=CC=C(C=C1)C (2-(3,5-dibromophenyl)-4,6-di-p-tolyl-1,3,5-triazine), [OH-].[Na+] (NaOH). Reagents/catalysts: Cl[Pd]([P](C1=CC=CC=C1)(C2=CC=CC=C2)C3=CC=CC=C3)([P](C4=CC=CC=C4)(C5=CC=CC=C5)C6=CC=CC=C6)Cl (dichlorobis(triphenylphosphine)palladium). Run in O1CCCC1 (tetrahydrofuran). Yields the product C1=CC=CC=2C3=CC=CC=C3C(=CC12)C=1C=C(C=C(C1)C=1C2=CC=CC=C2C=2C=CC=CC2C1)C1=NC(=NC(=N1)C1=CC=C(C=C1)C)C1=CC=C(C=C1)C (2-[3,5-di(9-phenanthryl)-phenyl]-4,6-di-p-tolyl-1,3,5-triazine). The yield is 44.0%. As a reaction SMILES: [CH:1]1[C:14]2[CH:13]=[C:12](B(O)O)[C:11]3[C:6](=[CH:7][CH:8]=[CH:9][CH:10]=3)[C:5]=2[CH:4]=[CH:3][CH:2]=1.Br[C:19]1[CH:20]=[C:21]([C:26]2[N:31]=[C:30]([C:32]3[CH:37]=[CH:36][C:35]([CH3:38])=[CH:34][CH:33]=3)[N:29]=[C:28]([C:39]3[CH:44]=[CH:43][C:42]([CH3:45])=[CH:41][CH:40]=3)[N:27]=2)[CH:22]=[C:23](Br)[CH:24]=1.[OH-].[Na+]>O1CCCC1.Cl[Pd](Cl)([P](C1C=CC=CC=1)(C1C=CC=CC=1)C1C=CC=CC=1)[P](C1C=CC=CC=1)(C1C=CC=CC=1)C1C=CC=CC=1>[CH:1]1[C:14]2[CH:13]=[C:12]([C:19]3[CH:20]=[C:21]([C:26]4[N:31]=[C:30]([C:32]5[CH:37]=[CH:36][C:35]([CH3:38])=[CH:34][CH:33]=5)[N:29]=[C:28]([C:39]5[CH:44]=[CH:43][C:42]([CH3:45])=[CH:41][CH:40]=5)[N:27]=4)[CH:22]=[C:23]([C:13]4[C:14]5[C:5]([C:6]6[CH:7]=[CH:8][CH:9]=[CH:10][C:11]=6[CH:12]=4)=[CH:4][CH:3]=[CH:2][CH:1]=5)[CH:24]=3)[C:11]3[C:6](=[CH:7][CH:8]=[CH:9][CH:10]=3)[C:5]=2[CH:4]=[CH:3][CH:2]=1 |f:2.3,^1:55,74|. Procedure: In a stream of argon, 1.29 g (5.81 mmol) of 9-phenanthreneboronic acid, 1.20 g (2.42 mmol) of 2-(3,5-dibromophenyl)-4,6-di-p-tolyl-1,3,5-triazine and 67.9 mg (0.097 mmol) of dichlorobis(triphenylphosphine)palladium were suspended in 108 mL of tetrahydrofuran, and the temperature of the obtained suspension was elevated to 70° C. 4.53 mL (18.2 mmol) of an aqueous 4N NaOH solution was gradually added dropwise to the suspension, and the obtained mixture was distilled under reflux for 2 hours. Furthe... Reactants: C(CCC)[Li] (n-butyllithium), C1(=CC=CC=C1)SC=1SC=CC1 (2-phenylthiothiophene), CN(C=O)C (dimethylformamide). The solvent is O1CCCC1 (tetrahydrofuran). Conditions: temperature -30 celsius, time 2 hour. The product is C1(=CC=CC=C1)SC1=CC=C(S1)C=O (5-(Phenylthio)thiophene-2-aldehyde). As a reaction SMILES: [C:1]1([S:7][C:8]2[S:9][CH:10]=[CH:11][CH:12]=2)[CH:6]=[CH:5][CH:4]=[CH:3][CH:2]=1.C([Li])CCC.CN(C)[CH:20]=[O:21]>O1CCCC1>[C:1]1([S:7][C:8]2[S:9][C:10]([CH:20]=[O:21])=[CH:11][CH:12]=2)[CH:2]=[CH:3][CH:4]=[CH:5][CH:6]=1. Reported procedure: To a solution of 2-phenylthiothiophene (3.87 g) in dry tetrahydrofuran (50 ml) at -30° C. under N2, was added dropwise, n-butyllithium (8.0 ml, 2.5M) and the solution left to stir at -30° C. for 2 hours. Dry dimethylformamide (2.32 ml) was then added and the solution allowed to stir at -30° C. for a further hour, allowed to warm to room temperature and stirred overnight. The reaction mixture was quenched with 2N HCl (50 ml), extracted with ether (2×50 ml), dried over MgSO4 and evaporated under r... Reactants: [BH3-]C#N.[Na+] (NaCNBH3), CC(=O)O (AcOH), CN.Cl (CH3NH2.HCl), O1CCOC12CCC(CC2)=O (1,4-Dioxaspiro[4.5]decan-8-one). Run in CO (MeOH). Run at time 2 hour. The product is CNC1CCC2(OCCO2)CC1 (N-Methyl-1,4-dioxaspiro[4.5]decan-8-amine). The yield is 54.0%. Reaction SMILES: [O:1]1[C:5]2([CH2:10][CH2:9][C:8](=O)[CH2:7][CH2:6]2)[O:4][CH2:3][CH2:2]1.CC(O)=O.CN.Cl.[BH3-][C:20]#[N:21].[Na+]>CO>[CH3:20][NH:21][CH:8]1[CH2:9][CH2:10][C:5]2([O:4][CH2:3][CH2:2][O:1]2)[CH2:6][CH2:7]1 |f:2.3,4.5|. Procedure: 1,4-Dioxaspiro[4.5]decan-8-one (10.0 g, 64.10 mmol, 1.0 eq.) was dissolved in MeOH (100 ml); AcOH (0.1 ml) and CH3NH2.HCl (8.65 g, 128.21 mmol, 2.0 eq.) were added and stirring was carried out for 2 hours at RT. NaCNBH3 (10.0 g, 160.256 mmol, 2.5 eq.) was added in portions at 0° C. and the mixture was then stirred for 16 hours at RT. The reaction mixture was concentrated under reduced pressure and the residue was purified by column chromatography (Alox, 5% MeOH in DCM). Yield: 54% (6.0 g, 35.08 ... Reactants: BrC=1C(=NC=C(C(=O)O)C1)Cl (5-bromo-6-chloro-nicotinic acid), FC(C(F)(F)F)(OC1=CC=C(N)C=C1)F (4-(perfluoroethoxy)aniline). Product: BrC=1C(=NC=C(C(=O)NC2=CC=C(C=C2)OC(C(F)(F)F)(F)F)C1)Cl (5-Bromo-6-chloro-N-(4-(perfluoroethoxy)phenyl)nicotinamide). Reaction SMILES: [Br:1][C:2]1[C:3]([Cl:11])=[N:4][CH:5]=[C:6]([CH:10]=1)[C:7]([OH:9])=O.[F:12][C:13]([F:26])([O:18][C:19]1[CH:25]=[CH:24][C:22]([NH2:23])=[CH:21][CH:20]=1)[C:14]([F:17])([F:16])[F:15]>>[Br:1][C:2]1[C:3]([Cl:11])=[N:4][CH:5]=[C:6]([CH:10]=1)[C:7]([NH:23][C:22]1[CH:21]=[CH:20][C:19]([O:18][C:13]([F:12])([F:26])[C:14]([F:15])([F:16])[F:17])=[CH:25][CH:24]=1)=[O:9]. Procedure: The title compound was prepared in an analogous fashion to that described infashion to that described in Stage 169.2 using 5-bromo-6-chloro-nicotinic acid and 4-(perfluoroethoxy)aniline to afford an off-white crystalline solid. HPLC (Condition 4) tR=6.73 min, UPLC-MS (Condition 3) tR=1.30 min, m/z=443.1 [M−H]−.